Dataset: the Open Reaction Database (ORD), a public repository of structured organic reaction records. Task: describe an organic reaction: reactants, conditions, products, and yield Reactants: CCN(CC)[Si](C)(C)C, C[Si](C)(C)OP([O-])O[Si](C)(C)C, C[Si](C)(C)Cl. Product: C[Si](C)(C)OP(O[Si](C)(C)C)O[Si](C)(C)C. As a reaction SMILES: [CH2:18]([N:19]([Si:20]([CH3:21])([CH3:22])[CH3:23])[CH2:24][CH3:25])[CH3:26].[CH3:6][Si:7]([CH3:8])([CH3:9])[O:10][P:11]([O:12][Si:13]([CH3:14])([CH3:15])[CH3:16])[O-:17].[Cl:1][Si:2]([CH3:3])([CH3:4])[CH3:5]>>[Si:2]([CH3:3])([CH3:4])([CH3:5])[O:17][P:11]([O:10][Si:7]([CH3:6])([CH3:8])[CH3:9])[O:12][Si:13]([CH3:14])([CH3:15])[CH3:16]. The reactants are CS(=O)(=O)Cl (Methanesulfonyl chloride), C(C1=CC=CC=C1)OC[C@H]1C[C@H](C1)O (cis 3-((benzyloxy)methyl)-1-cyclobutanol), ice water. Run in N1=CC=CC=C1 (pyridine). Reaction conditions: time 4 hour. The product is CS(=O)(=O)O[C@@H]1C[C@@H](C1)COCC1=CC=CC=C1 (cis 3-[(benzyloxy)methyl]cyclobutyl methanesulfonate). Yield: 80.2%. RXN SMILES: [CH2:1]([O:8][CH2:9][C@@H:10]1[CH2:13][C@H:12]([OH:14])[CH2:11]1)[C:2]1[CH:7]=[CH:6][CH:5]=[CH:4][CH:3]=1.[CH3:15][S:16](Cl)(=[O:18])=[O:17]>N1C=CC=CC=1>[CH3:15][S:16]([O:14][C@H:12]1[CH2:13][C@@H:10]([CH2:9][O:8][CH2:1][C:2]2[CH:7]=[CH:6][CH:5]=[CH:4][CH:3]=2)[CH2:11]1)(=[O:18])=[O:17]. Reported procedure: A solution of cis 3-((benzyloxy)methyl)-1-cyclobutanol (2.50 g, 0.0130 mol) in pyridine (50 mL) was cooled to 0° C. Methanesulfonyl chloride (1.21 mL, 1.79 g, 0.0126 mol) was added dropwise, keeping the temperature below 2° C. The mixture was stirred for four hours, and then poured into ice water (100 mL) and extracted with ethyl ether (2×50 mL). The combined organic layers were washed with water (3×50 mL) and brine (50 mL). The organic layer was dried over magnesium sulfate and the solvent was ... Starting materials: O=C(Cl)c1ccc(Br)cc1F, Cc1cnc(N2CCNCC2)c(C)n1, Cl. Product: Cc1cnc(N2CCN(C(=O)c3ccc(Br)cc3F)CC2)c(C)n1. As a reaction SMILES: [Br:1][c:2]1[cH:3][c:4]([F:11])[c:5]([C:6](=[O:7])[Cl:8])[cH:9][cH:10]1.[CH3:13][c:14]1[c:15]([N:21]2[CH2:22][CH2:23][NH:24][CH2:25][CH2:26]2)[n:16][cH:17][c:18]([CH3:20])[n:19]1.[ClH:12]>>[Br:1][c:2]1[cH:3][c:4]([F:11])[c:5]([C:6](=[O:7])[N:24]2[CH2:23][CH2:22][N:21]([c:15]3[c:14]([CH3:13])[n:19][c:18]([CH3:20])[cH:17][n:16]3)[CH2:26][CH2:25]2)[cH:9][cH:10]1. Reactants: ICC (iodoethane), C([O-])([O-])=O.[K+].[K+] (potassium carbonate), C(C1=CC(O)=C(O)C=C1)=O (protocatechualdehyde), CN(C)C=O (DMF). Solvent: C(C)(=O)OCC (ethyl acetate). Conditions: time 17.5 hour. The product is C(C)OC=1C=C(C=O)C=CC1OCC (3,4-diethoxybenzaldehyde). RXN SMILES: [CH:1](=[O:10])[C:2]1[CH:9]=[CH:8][C:6](O)=[C:4]([OH:5])[CH:3]=1.I[CH2:12][CH3:13].[C:14](=[O:17])([O-])[O-].[K+].[K+].[CH3:20]N(C=O)C>C(OCC)(=O)C>[CH2:12]([O:5][C:4]1[CH:3]=[C:2]([CH:9]=[CH:8][C:6]=1[O:17][CH2:14][CH3:20])[CH:1]=[O:10])[CH3:13] |f:2.3.4|. Procedure details: To protocatechualdehyde (5.15 g) dissolved in DMF (70 ml) were added iodoethane (14.5 g) and potassium carbonate (15.5 g), and the resulting mixture was stirred at room temperature for 17.5 hours. The reaction mixture was diluted with ethyl acetate and washed respectively with water, a 1 N aqueous solution of sodium hydroxide, water and an aqueous saturated solution of sodium chloride, and the organic layer was dried with anhydrous magnesium sulfate. After evaporation under reduced pressure to r... The reactants are CCOC(=O)C1C(c2cccc([N+](=O)[O-])c2)C2=C(CCCC2=O)NC1(O)C(F)(F)F, CCO, Cl, [Li+], [OH-], O, O. Yields the product O=C1CCCC2=C1C(c1cccc([N+](=O)[O-])c1)C(C(=O)O)C(O)(C(F)(F)F)N2. RXN SMILES: [C:1](=[O:2])([O:3][CH2:4][CH3:5])[CH:6]1[C:7]([OH:26])([C:27]([F:28])([F:29])[F:30])[NH:8][C:9]2=[C:14]([C:13](=[O:25])[CH2:12][CH2:11][CH2:10]2)[CH:15]1[c:16]1[cH:17][c:18]([N+:22](=[O:23])[O-:24])[cH:19][cH:20][cH:21]1.[CH3:35][CH2:36][OH:37].[ClH:34].[Li+:33].[OH-:32].[OH2:31].[OH2:38]>>[C:1](=[O:2])([OH:3])[CH:6]1[C:7]([OH:26])([C:27]([F:28])([F:29])[F:30])[NH:8][C:9]2=[C:14]([C:13](=[O:25])[CH2:12][CH2:11][CH2:10]2)[CH:15]1[c:16]1[cH:17][c:18]([N+:22](=[O:23])[O-:24])[cH:19][cH:20][cH:21]1. Starting materials: C(=O)([O-])[O-].[K+].[K+] (K2CO3), B.C1CCOC1 (BH3.THF), [OH-].[Na+] (NaOH), OO (H2O2), C(C1=CC=CC=C1)N1C2C=CC(C1)C2 (2-benzyl-2-azabicyclo[2.2.1]hept-5-ene). Solvent: C(Cl)Cl (CH2Cl2), O (water), C1CCOC1 (THF). Reaction conditions: temperature 0 celsius, time 1 hour. Yields the product C(C1=CC=CC=C1)N1C2C(CC(C1)C2)O (2-benzyl-2-azabicyclo[2.2.1]heptan-6-ol). The yield is 77.4%. Reaction SMILES: [CH2:1]([N:8]1[CH2:13][CH:12]2[CH2:14][CH:9]1[CH:10]=[CH:11]2)[C:2]1[CH:7]=[CH:6][CH:5]=[CH:4][CH:3]=1.B.C1C[O:19]CC1.[OH-].[Na+].OO.C([O-])([O-])=O.[K+].[K+]>C(Cl)Cl.O.C1COCC1>[CH2:1]([N:8]1[CH2:13][CH:12]2[CH2:14][CH:9]1[CH:10]([OH:19])[CH2:11]2)[C:2]1[CH:7]=[CH:6][CH:5]=[CH:4][CH:3]=1 |f:1.2,3.4,6.7.8|. Procedure details: To a round bottom flask was added 2-benzyl-2-azabicyclo[2.2.1]hept-5-ene (1 g, 5.40 mmol) and THF (7 mL). The reaction was cooled to 0° C. and 1N BH3.THF (10.80 mL, 10.80 mmol) was slowly added to the reaction. The reaction was stirred at 0° C. for 1 hr and then water (0.5 ml) was added to the reaction dropwise to quench the excess BH3. 1N NaOH (5.94 mL, 5.94 mmol) and 30% H2O2 (0.182 mL, 5.94 mmol) were added to the reaction and the reaction was stirred at 40° C. for 1 hr. The reaction was cool... The reactants are [H-].[Na+] (sodium hydride), O (Water), N1C=C(C2=CC=CC=C12)C(=O)OC (methyl indole-3-carboxylate), C(C)(C)I (isopropyl iodide). Run in CN(C)C=O (DMF). Conditions: time 7 hour. Product: C(C)(C)N1C=C(C2=CC=CC=C12)C(=O)OC (methyl 1-isopropylindole-3-carboxylate). The yield is 77.8%. RXN SMILES: [H-].[Na+].[NH:3]1[C:11]2[C:6](=[CH:7][CH:8]=[CH:9][CH:10]=2)[C:5]([C:12]([O:14][CH3:15])=[O:13])=[CH:4]1.[CH:16](I)([CH3:18])[CH3:17].O>CN(C=O)C>[CH:16]([N:3]1[C:11]2[C:6](=[CH:7][CH:8]=[CH:9][CH:10]=2)[C:5]([C:12]([O:14][CH3:15])=[O:13])=[CH:4]1)([CH3:18])[CH3:17] |f:0.1|. Reported procedure: In DMF (8.0 ml) was suspended sodium hydride (60% in oil, 275.2 mg, 6.881 mmol). To the resulting suspension was added methyl indole-3-carboxylate (401.8 mg, 2.294 mmol) at 0° C. under stirring. After stirring for further 45 minutes at the same temperature, isopropyl iodide (0.34 ml, 3.440 mmol) was added to the reaction mixture. Stirring was then conducted for 1.5 hours at 0° C. and for 7 hours at room temperature. Water was added to the reaction mixture to terminate the reaction, followed by e...